This data is from the Open Reaction Database (ORD), a public repository of structured organic reaction records. The task is: describe an organic reaction: reactants, conditions, products, and yield Product: Cn1c(CN2CCC(C(C)(C)O)CC2)nc2c(N3CCOCC3)nc(-n3c(C4(F)COC4)nc4ccccc43)nc21. RXN SMILES: [Cl:15][c:16]1[n:17][c:18]([N:37]2[CH2:38][CH2:39][O:40][CH2:41][CH2:42]2)[c:19]2[n:20][c:21]([CH2:26][N:27]3[CH2:28][CH2:29][CH:30]([C:33]([CH3:34])([CH3:35])[OH:36])[CH2:31][CH2:32]3)[n:22]([CH3:25])[c:23]2[n:24]1.[F:1][C:2]1([c:6]2[n:7][c:8]3[c:9]([nH:10]2)[cH:11][cH:12][cH:13][cH:14]3)[CH2:3][O:4][CH2:5]1>>[F:1][C:2]1([c:6]2[n:7](-[c:16]3[n:17][c:18]([N:37]4[CH2:38][CH2:39][O:40][CH2:41][CH2:42]4)[c:19]4[n:20][c:21]([CH2:26][N:27]5[CH2:28][CH2:29][CH:30]([C:33]([CH3:34])([CH3:35])[OH:36])[CH2:31][CH2:32]5)[n:22]([CH3:25])[c:23]4[n:24]3)[c:8]3[c:9]([n:10]2)[cH:11][cH:12][cH:13][cH:14]3)[CH2:3][O:4][CH2:5]1. The reactants are Cn1c(CN2CCC(C(C)(C)O)CC2)nc2c(N3CCOCC3)nc(Cl)nc21, FC1(c2nc3ccccc3[nH]2)COC1. Starting materials: NC1=CC(=C(OC2=C3C(=NC=C2)N(N=C3NC3CC2CCC(C3)N2C)CC2=CC=C(C=C2)OC)C=C1)F (4-(4-amino-2-fluorophenoxy)-1-(4-methoxybenzyl)-N-(8-methyl-8-azabicyclo[3.2.1]octan-3-yl)-1H-pyrazolo[3,4-b]pyridin-3-amine), FC1=CC=C(C=C1)N1C(C(=NC=C1)C(=O)O)=O (4-(4-fluorophenyl)-3-oxo-3,4-dihydropyrazine-2-carboxylic acid). Yields the product FC=1C=C(C=CC1OC1=C2C(=NC=C1)NN=C2NC2CC1CCC(C2)N1C)NC(=O)C1=NC=CN(C1=O)C1=CC=C(C=C1)F (N-(3-fluoro-4-(3-(8-methyl-8-azabicyclo[3.2.1]octan-3-ylamino)-1H-pyrazolo[3,4-b]pyridin-4-yloxy)phenyl)-4-(4-fluorophenyl)-3-oxo-3,4-dihydropyrazine-2-carboxamide). Yield: 18.0%. As a reaction SMILES: [NH2:1][C:2]1[CH:36]=[CH:35][C:5]([O:6][C:7]2[CH:12]=[CH:11][N:10]=[C:9]3[N:13](CC4C=CC(OC)=CC=4)[N:14]=[C:15]([NH:16][CH:17]4[CH2:23][CH:22]5[N:24]([CH3:25])[CH:19]([CH2:20][CH2:21]5)[CH2:18]4)[C:8]=23)=[C:4]([F:37])[CH:3]=1.[F:38][C:39]1[CH:44]=[CH:43][C:42]([N:45]2[CH:50]=[CH:49][N:48]=[C:47]([C:51]([OH:53])=O)[C:46]2=[O:54])=[CH:41][CH:40]=1>>[F:37][C:4]1[CH:3]=[C:2]([NH:1][C:51]([C:47]2[C:46](=[O:54])[N:45]([C:42]3[CH:41]=[CH:40][C:39]([F:38])=[CH:44][CH:43]=3)[CH:50]=[CH:49][N:48]=2)=[O:53])[CH:36]=[CH:35][C:5]=1[O:6][C:7]1[CH:12]=[CH:11][N:10]=[C:9]2[NH:13][N:14]=[C:15]([NH:16][CH:17]3[CH2:23][CH:22]4[N:24]([CH3:25])[CH:19]([CH2:20][CH2:21]4)[CH2:18]3)[C:8]=12. Procedure: Prepared by a 2-step process from 4-(4-amino-2-fluorophenoxy)-1-(4-methoxybenzyl)-N-(8-methyl-8-azabicyclo[3.2.1]octan-3-yl)-1H-pyrazolo[3,4-b]pyridin-3-amine (prepared as described in Example 101, Step A except using 8-methyl-8-azabicyclo[3.2.1]octan-3-amine) and 4-(4-fluorophenyl)-3-oxo-3,4-dihydropyrazine-2-carboxylic acid (Example 125, Step E) according to the procedure of Example 101, Step B. The crude was rinsed with Et2O to afford 7 mg (18%) of the desired product. The desired product was... The reactants are COCCO[AlH2-]OCCOC, COc1ccc(N2CCC(=NO)CC2)cc1, Cc1ccccc1, [Na+]. Product: COc1ccc(N2CCC(N)CC2)cc1. Reaction SMILES: [CH3:18][O:19][CH2:20][CH2:21][O:22][AlH2-:23][O:24][CH2:25][CH2:26][O:27][CH3:28].[CH3:1][O:2][c:3]1[cH:4][cH:5][c:6]([N:9]2[CH2:10][CH2:11][C:12](=[N:15][OH:16])[CH2:13][CH2:14]2)[cH:7][cH:8]1.[CH3:29][c:30]1[cH:31][cH:32][cH:33][cH:34][cH:35]1.[Na+:17]>>[CH3:1][O:2][c:3]1[cH:4][cH:5][c:6]([N:9]2[CH2:10][CH2:11][CH:12]([NH2:15])[CH2:13][CH2:14]2)[cH:7][cH:8]1.